This data is from the Open Reaction Database (ORD), a public repository of structured organic reaction records. The task is: describe an organic reaction: reactants, conditions, products, and yield The reactants are CC(C)(C)[Si](C)(C)OC1CC(n2ccc3c(NCC4CC4)ncnc32)CC1CO, NS(=O)(=O)Cl. Yields the product CC(C)(C)[Si](C)(C)OC1CC(n2ccc3c(NCC4CC4)ncnc32)CC1COS(N)(=O)=O. As a reaction SMILES: [C:1]([CH3:2])([CH3:3])([CH3:4])[Si:5]([O:6][CH:7]1[CH:8]([CH2:26][OH:27])[CH2:9][CH:10]([n:12]2[cH:13][cH:14][c:15]3[c:16]2[n:17][cH:18][n:19][c:20]3[NH:21][CH2:22][CH:23]2[CH2:24][CH2:25]2)[CH2:11]1)([CH3:28])[CH3:29].[Cl:30][S:31](=[O:32])(=[O:33])[NH2:34]>>[C:1]([CH3:2])([CH3:3])([CH3:4])[Si:5]([O:6][CH:7]1[CH:8]([CH2:26][O:27][S:31](=[O:32])(=[O:33])[NH2:34])[CH2:9][CH:10]([n:12]2[cH:13][cH:14][c:15]3[c:16]2[n:17][cH:18][n:19][c:20]3[NH:21][CH2:22][CH:23]2[CH2:24][CH2:25]2)[CH2:11]1)([CH3:28])[CH3:29]. The reagents and catalysts are [Pd] (Pd/C). Product: NC[C@@H]1[C@H](C[C@@H](O1)N1C(=O)NC(=O)C(=C1)CC)O (5'-Amino-5-ethyl-2',5'-dideoxyuridine). Reactants: N(=[N+]=[N-])C[C@@H]1[C@H](C[C@@H](O1)N1C(=O)NC(=O)C(=C1)CC)O (5'-Azido-5-ethyl-2',5'-dideoxyuridine), [H][H] (hydrogen). The solvent is O.CO (water methanol). Procedure details: 5'-Azido-5-ethyl-2',5'-dideoxyuridine (300 mg) is dissolved in a mixture of water-methanol (1:1, 25 ml) and then hydrogen gas is introduced with 10% Pd/C at room temperature under 1 atmosphere for 2 hr, after which the mixture is filtered and the filtrate is evaporated to a foam (160 mg, 50%). Reaction SMILES: [N:1]([CH2:4][C@H:5]1[O:9][C@@H:8]([N:10]2[CH:17]=[C:16]([CH2:18][CH3:19])[C:14](=[O:15])[NH:13][C:11]2=[O:12])[CH2:7][C@@H:6]1[OH:20])=[N+]=[N-].[H][H]>O.CO.[Pd]>[NH2:1][CH2:4][C@H:5]1[O:9][C@@H:8]([N:10]2[CH:17]=[C:16]([CH2:18][CH3:19])[C:14](=[O:15])[NH:13][C:11]2=[O:12])[CH2:7][C@@H:6]1[OH:20] |f:2.3|. Reactants: COC(=O)CCc1cnc(C(C)OCc2ccc(OC)cc2)s1, N#CC1=C(C#N)C(=O)C(Cl)=C(Cl)C1=O, ClCCl, O. The product is COC(=O)CCc1cnc(C(C)O)s1. As a reaction SMILES: [CH3:1][O:2][C:3]([CH2:4][CH2:5][c:6]1[cH:7][n:8][c:9]([CH:11]([CH3:12])[O:13][CH2:14][c:15]2[cH:16][cH:17][c:18]([O:19][CH3:20])[cH:21][cH:22]2)[s:10]1)=[O:23].[Cl:25][C:26]1=[C:37]([Cl:38])[C:35](=[O:36])[C:32]([C:33]#[N:34])=[C:29]([C:30]#[N:31])[C:27]1=[O:28].[Cl:39][CH2:40][Cl:41].[OH2:24]>>[CH3:1][O:2][C:3]([CH2:4][CH2:5][c:6]1[cH:7][n:8][c:9]([CH:11]([CH3:12])[OH:13])[s:10]1)=[O:23]. Starting materials: C1OC=2C=C(C=CC2O1)C=1C(=C(N(C1)C1=CC(=CC=C1)OCC)N)C#N (4-(3,4-methylenedioxyphenyl)-1-(3-ethoxyphenyl)-2-amino-3-cyanopyrrole), C(=O)O (formic acid), CN(C)C=O (DMF), C(=O)N (formamide), O (water). The product is C1OC=2C=C(C=CC2O1)C1=CN(C=2N=CN=C(C21)N)C2=CC(=CC=C2)OCC (5-(3,4-Methylenedioxyphenyl)-7-(3-ethoxyphenyl)-4-aminopyrrolo-[2,3-d]pyrimidine). Reaction SMILES: [CH2:1]1[O:9][C:8]2[CH:7]=[CH:6][C:5]([C:10]3[C:11]([C:25]#[N:26])=[C:12]([NH2:24])[N:13]([C:15]4[CH:20]=[CH:19][CH:18]=[C:17](OCC)[CH:16]=4)[CH:14]=3)=[CH:4][C:3]=2O1.[CH:27]([OH:29])=O.[CH3:30][N:31](C=O)C.[OH2:35].[CH:36](N)=O>>[CH2:1]1[O:9][C:8]2[CH:3]=[CH:4][C:5]([C:10]3[C:11]4[C:25]([NH2:26])=[N:31][CH:30]=[N:24][C:12]=4[N:13]([C:15]4[CH:20]=[CH:19][CH:18]=[C:17]([O:29][CH2:27][CH3:36])[CH:16]=4)[CH:14]=3)=[CH:6][C:7]=2[O:35]1. Procedure: 0.8 g of 4-(3,4-methylenedioxyphenyl)-1-(3-ethoxyphenyl)-2-amino-3-cyanopyrrole is heated at 160° C. for 6 h in a mixture of 8 ml of formamide, 4 ml of formic acid and 1.5 ml of DMF. After cooling to RT the mixture is treated with water and the crystals obtained are filtered off, washed with water and dried. After chromatography on silica gel (EA/hexane 3:4), the product-containing fractions are concentrated, slurried in ether and filtered. After repeated chromatography on silica gel (methylene ... Yields the product N#Cc1ccccc1-c1ccc(CBr)c(F)c1. RXN SMILES: [Br:17][N:18]1[C:19](=[O:20])[CH2:21][CH2:22][C:23]1=[O:24].[F:1][c:2]1[cH:3][c:4](-[c:9]2[c:10]([C:15]#[N:16])[cH:11][cH:12][cH:13][cH:14]2)[cH:5][cH:6][c:7]1[CH3:8].[N:25]#[C:26][C:27]([N:28]=[N:29][C:30]([C:31]#[N:32])([CH3:33])[CH3:34])([CH3:35])[CH3:36]>>[F:1][c:2]1[cH:3][c:4](-[c:9]2[c:10]([C:15]#[N:16])[cH:11][cH:12][cH:13][cH:14]2)[cH:5][cH:6][c:7]1[CH2:8][Br:17]. Starting materials: O=C1CCC(=O)N1Br, Cc1ccc(-c2ccccc2C#N)cc1F, CC(C)(C#N)N=NC(C)(C)C#N. The reactants are O=S(=O)(Cl)c1ccc(Cl)c(C(F)(F)F)c1, CNC(=O)c1cc(Oc2ccc(-c3cnnc(N)n3)cc2)ccn1, c1ccncc1. Product: CNC(=O)c1cc(Oc2ccc(-c3cnnc(NS(=O)(=O)c4ccc(Cl)c(C(F)(F)F)c4)n3)cc2)ccn1. Reaction SMILES: [Cl:25][c:26]1[c:27]([C:36]([F:37])([F:38])[F:39])[cH:28][c:29]([S:32](=[O:33])(=[O:34])[Cl:35])[cH:30][cH:31]1.[NH2:1][c:2]1[n:3][n:4][cH:5][c:6](-[c:8]2[cH:9][cH:10][c:11]([O:12][c:13]3[cH:14][c:15]([C:19](=[O:20])[NH:21][CH3:22])[n:16][cH:17][cH:18]3)[cH:23][cH:24]2)[n:7]1.[cH:40]1[cH:41][cH:42][n:43][cH:44][cH:45]1>>[NH:1]([c:2]1[n:3][n:4][cH:5][c:6](-[c:8]2[cH:9][cH:10][c:11]([O:12][c:13]3[cH:14][c:15]([C:19](=[O:20])[NH:21][CH3:22])[n:16][cH:17][cH:18]3)[cH:23][cH:24]2)[n:7]1)[S:32]([c:29]1[cH:28][c:27]([C:36]([F:37])([F:38])[F:39])[c:26]([Cl:25])[cH:31][cH:30]1)(=[O:33])=[O:34]. Reactants: CCOC(=O)N1CCN(C(=O)C(CC(=O)OC(C)(C)C)NC(=O)c2cc(OCC(=O)OCc3ccccc3)n(-c3ccccc3)n2)CC1, CCOC(C)=O, [H][H]. Product: CCOC(=O)N1CCN(C(=O)C(CC(=O)OC(C)(C)C)NC(=O)c2cc(OCC(=O)O)n(-c3ccccc3)n2)CC1. Reaction SMILES: [CH2:1]([CH3:2])[O:3][C:4](=[O:5])[N:6]1[CH2:7][CH2:8][N:9]([C:12]([CH:13]([CH2:14][C:15](=[O:16])[O:17][C:18]([CH3:19])([CH3:20])[CH3:21])[NH:22][C:23](=[O:24])[c:25]2[n:26][n:27](-[c:42]3[cH:43][cH:44][cH:45][cH:46][cH:47]3)[c:28]([O:30][CH2:31][C:32](=[O:33])[O:34][CH2:35][c:36]3[cH:37][cH:38][cH:39][cH:40][cH:41]3)[cH:29]2)=[O:48])[CH2:10][CH2:11]1.[CH3:51][CH2:52][O:53][C:54](=[O:55])[CH3:56].[H:49][H:50]>>[CH2:1]([CH3:2])[O:3][C:4](=[O:5])[N:6]1[CH2:7][CH2:8][N:9]([C:12]([CH:13]([CH2:14][C:15](=[O:16])[O:17][C:18]([CH3:19])([CH3:20])[CH3:21])[NH:22][C:23](=[O:24])[c:25]2[n:26][n:27](-[c:42]3[cH:43][cH:44][cH:45][cH:46][cH:47]3)[c:28]([O:30][CH2:31][C:32](=[O:33])[OH:34])[cH:29]2)=[O:48])[CH2:10][CH2:11]1. Reactants: [N-]=[N+]=[N-].[Na+] (Sodium azide), CS(=O)C (DMSO), FC(C=1C=C(CCl)C=C(C1)C(F)(F)F)(F)F (3,5-Bis(trifluoromethyl)benzyl chloride), CS(=O)C (DMSO), FC(C=1C=C(CCl)C=C(C1)C(F)(F)F)(F)F (3,5-Bis(trifluoromethyl)benzyl chloride). The solvent is O (water). Run at temperature 40 celsius, time 30 minute. Product: N(=[N+]=[N-])CC1=CC(=CC(=C1)C(F)(F)F)C(F)(F)F (1-azidomethyl-3,5-bistrifluoromethyl-benzene). As a reaction SMILES: [N-:1]=[N+:2]=[N-:3].[Na+].CS(C)=O.[F:9][C:10]([F:24])([F:23])[C:11]1[CH:12]=[C:13]([CH:16]=[C:17]([C:19]([F:22])([F:21])[F:20])[CH:18]=1)[CH2:14]Cl>O>[N:1]([CH2:14][C:13]1[CH:16]=[C:17]([C:19]([F:21])([F:22])[F:20])[CH:18]=[C:11]([C:10]([F:9])([F:23])[F:24])[CH:12]=1)=[N+:2]=[N-:3] |f:0.1|. Procedure details: Sodium azide (74.3 g, 1.14 mol) is suspended in water (125 mL), then DMSO (625 mL) is added. After stirring for 30 minutes, a solution consisting of 3,5-Bis(trifluoromethyl)benzyl chloride (255.3 g, 0.97 moles) and DMSO (500 mL) is added over 30 minutes. (The 3,5-Bis(trifluoromethyl)benzyl chloride is heated to 35° C. to liquefy prior to dispensing (MP=30-32° C.)). The benzyl chloride feed vessel is rinsed with DMSO (50 mL) into the sodium azide solution, the mixture is heated to 40° C., and the...